Dataset: the Open Reaction Database (ORD), a public repository of structured organic reaction records. Task: describe an organic reaction: reactants, conditions, products, and yield The reactants are FC(C1=CC=C(C=C1)C1=C(C=NO1)C(=O)O)(F)F (5-(4-trifluoromethylphenyl)isoxazole-4-carboxylic acid), C(C1=CC=CC=C1)C1CCNCC1 (4-benzylpiperidine). The product is C(C1=CC=CC=C1)C1CCN(CC1)C(=O)C=1C=NOC1C1=CC=C(C=C1)C(F)(F)F (4-Benzyl-1-({5-[4-(trifluoromethyl)phenyl]isoxazol-4-yl}carbonyl)piperidine), solid. RXN SMILES: [F:1][C:2]([F:18])([F:17])[C:3]1[CH:8]=[CH:7][C:6]([C:9]2[O:13][N:12]=[CH:11][C:10]=2[C:14]([OH:16])=O)=[CH:5][CH:4]=1.[CH2:19]([CH:26]1[CH2:31][CH2:30][NH:29][CH2:28][CH2:27]1)[C:20]1[CH:25]=[CH:24][CH:23]=[CH:22][CH:21]=1>>[CH2:19]([CH:26]1[CH2:31][CH2:30][N:29]([C:14]([C:10]2[CH:11]=[N:12][O:13][C:9]=2[C:6]2[CH:5]=[CH:4][C:3]([C:2]([F:1])([F:18])[F:17])=[CH:8][CH:7]=2)=[O:16])[CH2:28][CH2:27]1)[C:20]1[CH:25]=[CH:24][CH:23]=[CH:22][CH:21]=1. Procedure: The title compound was prepared from 5-(4-trifluoromethylphenyl)isoxazole-4-carboxylic acid (12.9 mg, 0.050 mmol) and 4-benzylpiperidine (10.5 mg, 0.060 mmol) as described in synthetic method C and thereafter purified by preparative HPLC method B to give a solid (13.4 mg). Calcd for C23H21F3N2O2: 414.1555, found 414.1544. The reactants are IC1=C(C=C(C(=O)N)C=C1)[N+](=O)[O-] (4-iodo-3-nitrobenzamide). Solvent: C(C)#N (acetonitrile). Conditions: time 30 minute. Yields the product C(C1=CC=CC=C1)(=O)N (Benzamide). RXN SMILES: I[C:2]1[CH:10]=[CH:9][C:5]([C:6]([NH2:8])=[O:7])=[CH:4][C:3]=1[N+]([O-])=O>C(#N)C>[C:6]([NH2:8])(=[O:7])[C:5]1[CH:9]=[CH:10][CH:2]=[CH:3][CH:4]=1. Procedure details: Plasma samples were obtained from dog, rat and mouse studies, in which animals were administered 4-iodo-3-nitrobenzamide (BA). Plasma and tumor samples were prepared for HPLC injection by precipitating plasma (50 μl) with 3× volumes (150 μl) of acetonitrile. Tissue samples were prepared for HPLC injection by adding 1 μl of acetonitrile per mg of tissue, then homogenizing with an electric homogenizer. Following centrifugation, 150 μl of each supernatant was evaporated to dryness, reconstituted in... Reactants: C(C1=CC=CC=C1)=NCC1=CC=CC=C1 (Benzylidene-benzylamine), C1(CCC(=O)O1)=O (succinic anhydride). The solvent is CC=1C=CC=CC1C (o-xylene). The product is C(C1=CC=CC=C1)N1C(CC(C1C1=CC=CC=C1)C(=O)O)=O (1-N-Benzyl-4-carboxy-5-phenyl-pyrrolidin-2-one). Yield: 34.5%. RXN SMILES: [CH:1](=[N:8][CH2:9][C:10]1[CH:15]=[CH:14][CH:13]=[CH:12][CH:11]=1)[C:2]1[CH:7]=[CH:6][CH:5]=[CH:4][CH:3]=1.[C:16]1(=[O:22])[O:21][C:19](=[O:20])[CH2:18][CH2:17]1>CC1C=CC=CC=1C>[CH2:1]([N:8]1[CH:9]([C:10]2[CH:15]=[CH:14][CH:13]=[CH:12][CH:11]=2)[CH:18]([C:19]([OH:21])=[O:20])[CH2:17][C:16]1=[O:22])[C:2]1[CH:7]=[CH:6][CH:5]=[CH:4][CH:3]=1. Procedure details: Benzylidene-benzylamine [145.5 gm., 0.75 mole] and succinic anhydride [74.5 gm., 0.745 mole] were refluxed with o-xylene [750 ml.] for 12 hours. The solid, formed upon cooling to room temperature, was filtered, washed with ethanol and air dried. The solid was recrystallized from ethanol to give white needles of the title compound [76.0 gm., 34% yield]. After drying under vacuum and over boiling xylene the solid had a melting point of 169°-171° C. Reactants: C=C(C(=O)NN1CCSCC1)CC1=CC=CC=C1 (4-[(2-methylene-3-phenyl-propanoyl)-amino]-tetrahydro-2H-1,4-thiazine), C(C)(=S)O (thioacetic acid), C(Cl)Cl (methylene chloride). Yields the product C(C)(=O)SCC(C(=O)NN1CCSCC1)CC1=CC=CC=C1 (α-[(acetylthio)-methyl]-N-(tetrahydro-2H-1,4-thiazin-4-yl)-benzene propanamide). As a reaction SMILES: [CH2:1]=[C:2]([CH2:12][C:13]1[CH:18]=[CH:17][CH:16]=[CH:15][CH:14]=1)[C:3]([NH:5][N:6]1[CH2:11][CH2:10][S:9][CH2:8][CH2:7]1)=[O:4].C(Cl)Cl.[C:22]([OH:25])(=[S:24])[CH3:23]>>[C:22]([S:24][CH2:1][CH:2]([CH2:12][C:13]1[CH:18]=[CH:17][CH:16]=[CH:15][CH:14]=1)[C:3]([NH:5][N:6]1[CH2:7][CH2:8][S:9][CH2:10][CH2:11]1)=[O:4])(=[O:25])[CH3:23]. Procedure details: 0.6 g of the product of Step A was stirred for 24 hours at ambient temperature in 10 ml of thioacetic acid and the excess of acid was eliminated under an inert atmosphere at 40°-45° C. The residue was taken up on 200 ml of methylene chloride, washed with a sodium bicarbonate solution, dried and the solvent was eliminated under reduced pressure. The residue was taken up in isopropyl ether to obtain 0.72 g of the expected product melting at 138° C. Reaction SMILES: [OH-].[Na+].[SH:3][CH2:4][C:5]([OH:7])=[O:6].[CH3:8][O:9][C:10](=[O:14])[C:11]([Cl:13])=[CH2:12].Cl>O>[CH3:8][O:9][C:10](=[O:14])[CH:11]([Cl:13])[CH2:12][S:3][CH2:4][C:5]([OH:7])=[O:6] |f:0.1|. Run at time 24 hour. Procedure details: Under stirring there were added 0.063 gram (1.58 mmoles) of sodium hydroxide in 0.32 ml water to 1.00 gram (10.9 mmoles) of mercaptoacetic acid and 1.31 grams (10.9 mmoles) of 2-chloroacrylic acid methyl ester. Stirring was carried out subsequently for 24 hours at 10° C. After acidification of the reaction mixture with dilute hydrochloric acid the working up was carried out by extracting three times with diethyl ether, drying the combined ether phases with water free sodium sulfate and removal o... Solvent: O (water). Yield: 86.3%. Product: COC(C(CSCC(=O)O)Cl)=O (2-chloro-3-carboxymethylmercapto-propionic acid methyl ester). Reactants: [OH-].[Na+] (sodium hydroxide), SCC(=O)O (mercaptoacetic acid), COC(C(=C)Cl)=O (2-chloroacrylic acid methyl ester), Cl (hydrochloric acid). The reactants are O=C([O-])O, CC(C)=O, Cl, [Na+], COC(OC)C(C)(O)c1cnc(C2OCCO2)s1. The product is COC(OC)C(C)(O)c1cnc(C=O)s1. As a reaction SMILES: [C:20](=[O:21])([O-:22])[OH:23].[CH3:25][C:26](=[O:27])[CH3:28].[ClH:19].[Na+:24].[O:1]1[CH:2]([c:6]2[s:7][c:8]([C:11]([CH:12]([O:13][CH3:14])[O:15][CH3:16])([CH3:17])[OH:18])[cH:9][n:10]2)[O:5][CH2:4][CH2:3]1>>[O:1]=[CH:2][c:6]1[s:7][c:8]([C:11]([CH:12]([O:13][CH3:14])[O:15][CH3:16])([CH3:17])[OH:18])[cH:9][n:10]1. The reactants are CC=CCC1Cc2ccc(CC)cc2C1=O, CO, ClCCl, O=[O+][O-]. Yields the product CCc1ccc2c(c1)C(=O)C(CC=O)C2. As a reaction SMILES: [CH2:4]([CH:5]=[CH:6][CH3:7])[CH:8]1[C:9](=[O:19])[c:10]2[cH:11][c:12]([CH2:17][CH3:18])[cH:13][cH:14][c:15]2[CH2:16]1.[CH3:23][OH:24].[Cl:20][CH2:21][Cl:22].[O-:1][O+:2]=[O:3]>>[O:1]=[CH:5][CH2:4][CH:8]1[C:9](=[O:19])[c:10]2[cH:11][c:12]([CH2:17][CH3:18])[cH:13][cH:14][c:15]2[CH2:16]1.